Dataset: the Open Reaction Database (ORD), a public repository of structured organic reaction records. Task: describe an organic reaction: reactants, conditions, products, and yield Reactants: Cl (HCl), C[Si](C)(C)[N-][Si](C)(C)C.[Na+] (sodium bis(trimethylsilyl)amide), FC1=NC=CC(=C1)C (2-fluoro-4-methylpyridine), BrC1=CC=C(C(=O)OCC)C=C1 (Ethyl 4-bromobenzoate), [OH-].[Na+] (NaOH). Run in C1CCOC1 (THF). Reaction conditions: time 45 minute. The product is BrC1=CC=C(C=C1)C(CC1=CC(=NC=C1)F)=O (1-(4-bromophenyl)-2-(2-fluoropyridin-4-yl)ethanone). Reaction SMILES: C[Si]([N-][Si](C)(C)C)(C)C.[Na+].[F:11][C:12]1[CH:17]=[C:16]([CH3:18])[CH:15]=[CH:14][N:13]=1.[Br:19][C:20]1[CH:30]=[CH:29][C:23]([C:24](OCC)=[O:25])=[CH:22][CH:21]=1.Cl.[OH-].[Na+]>C1COCC1>[Br:19][C:20]1[CH:30]=[CH:29][C:23]([C:24](=[O:25])[CH2:18][C:16]2[CH:15]=[CH:14][N:13]=[C:12]([F:11])[CH:17]=2)=[CH:22][CH:21]=1 |f:0.1,5.6|. Procedure details: To a solution of sodium bis(trimethylsilyl)amide (235 mL, 2M) in THF (750 mL) under nitrogen, cooled to 2° C., was added 2-fluoro-4-methylpyridine (25 g, 0.225 mol) and the solution stirred for 45 minutes in an ice bath. Ethyl 4-bromobenzoate (55 g, 0.239 mol) was added and the reaction was stirred overnight at RT. The reaction mixture was poured into excess aqueous 2N HCl, and the aqueous layer was made basic with 5 N NaOH and extracted with EtOAc. The organic extracts were combined, washed wit... Procedure details: 15.2 g of 2-methyl-4-nitroaniline were dissolved in 150 ml conc. H2SO4 and heated in a boiling water bath. To this solution 24 g. of paraformaldehyde were added with stirring over a period of 10 minutes. The mixture was stirred an additional hour and was then cooled and poured over 300 g of ice. The precipitate was recrystallized from ethanol water to give 10.1 g of N,2-dimethyl-4-nitroaniline (m.p. 133°-136°C). Reaction SMILES: [CH3:1][C:2]1[CH:8]=[C:7]([N+:9]([O-:11])=[O:10])[CH:6]=[CH:5][C:3]=1[NH2:4].[CH2:12]=O>OS(O)(=O)=O>[CH3:12][NH:4][C:3]1[CH:5]=[CH:6][C:7]([N+:9]([O-:11])=[O:10])=[CH:8][C:2]=1[CH3:1]. Conditions: time 10 minute. Run in OS(=O)(=O)O (H2SO4). The product is CNC1=C(C=C(C=C1)[N+](=O)[O-])C (N,2-dimethyl-4-nitroaniline). Starting materials: ice, CC1=C(N)C=CC(=C1)[N+](=O)[O-] (2-methyl-4-nitroaniline), C=O (paraformaldehyde), solution. Starting materials: C(C)(C)(C)C=1C=C(C(=O)O)C=C(C1)C(C)(C)C (3,5-Di-t-butylbenzoic acid), S(=O)(Cl)Cl (thionyl chloride). Yields the product C(C)(C)(C)C=1C=C(C(=O)Cl)C=C(C1)C(C)(C)C (3,5-di-t-butylbenzoyl chloride). Yield: 99.0%. Reaction SMILES: [C:1]([C:5]1[CH:6]=[C:7]([CH:11]=[C:12]([C:14]([CH3:17])([CH3:16])[CH3:15])[CH:13]=1)[C:8](O)=[O:9])([CH3:4])([CH3:3])[CH3:2].S(Cl)([Cl:20])=O>>[C:1]([C:5]1[CH:6]=[C:7]([CH:11]=[C:12]([C:14]([CH3:17])([CH3:16])[CH3:15])[CH:13]=1)[C:8]([Cl:20])=[O:9])([CH3:4])([CH3:3])[CH3:2]. Procedure: 3,5-Di-t-butylbenzoic acid, purchased from Aldrich Chemical Co., (10 g, 0.042 mol) was dissolved in 50 mL thionyl chloride and the light yellow solution was refluxed for 3 h under argon. The reaction was cooled to room temperature and excess SOCl2 was evaporated under vacuum (liq. N2 trap). The resulting oil was dissolved in dry toluene (100 mL) and the resulting solution was evaporated under vacuum to give the 3,5-di-t-butylbenzoyl chloride as a light brown oil (10.5 g, 99%). The reactants are [H-].C(C(C)C)[Al+]CC(C)C (diisobutylaluminium hydride), C(C)OC1=CC=C(C=C1)\C(=C/C(=O)OC)\C(F)(F)F (methyl E-3-(4-ethoxyphenyl)-4,4,4-trifluorobut-2-enoate), C(C)(=O)O (acetic acid), S(=O)(=O)([O-])[O-].[Na+].[Na+] (sodium sulphate). Run in C1(=CC=CC=C1)C (toluene), C1(=CC=CC=C1)C (toluene), O (water). Run at temperature -78 celsius, time 2 hour. Yields the product C(C)OC1=CC=C(C=C1)\C(=C/C=O)\C(F)(F)F (E-3-(4-ethoxyphenyl)-4,4,4-trifluorobut-2-enal). The yield is 65.0%. Reaction SMILES: [CH2:1]([O:3][C:4]1[CH:9]=[CH:8][C:7](/[C:10](/[C:16]([F:19])([F:18])[F:17])=[CH:11]\[C:12](OC)=[O:13])=[CH:6][CH:5]=1)[CH3:2].[H-].C([Al+]CC(C)C)C(C)C.C(O)(=O)C.S([O-])([O-])(=O)=O.[Na+].[Na+]>C1(C)C=CC=CC=1.O>[CH2:1]([O:3][C:4]1[CH:5]=[CH:6][C:7](/[C:10](/[C:16]([F:17])([F:18])[F:19])=[CH:11]\[CH:12]=[O:13])=[CH:8][CH:9]=1)[CH3:2] |f:1.2,4.5.6|. Procedure: To a solution of methyl E-3-(4-ethoxyphenyl)-4,4,4-trifluorobut-2-enoate, prepared according to Example 17, stage 1, (1.5 g, 5.5×10-3 moles) in toluene (20 ml) at -78° C. was added dropwise one molar equivalent of diisobutylaluminium hydride (5.5 ml, 5.5×10-3 moles) in toluene. The resulting solution was stirred at -78° C. for two hours before quenching the reaction by the sequential addition of acetic acid (0.40 ml, 7.0×10-3 moles), water (1 ml) and sodium sulphate (10 g). The resulting slurry ... Reactants: Fc1cncc(Br)c1, Cc1csc(NC(=O)c2nc(C)ccc2Nc2cccnc2)n1. Yields the product Cc1csc(NC(=O)c2nc(C)ccc2Nc2cncc(F)c2)n1. RXN SMILES: [Br:24][c:25]1[cH:26][n:27][cH:28][c:29]([F:31])[cH:30]1.[CH3:1][c:2]1[n:3][c:4]([NH:7][C:8](=[O:9])[c:10]2[n:11][c:12]([CH3:23])[cH:13][cH:14][c:15]2[NH:16][c:17]2[cH:18][n:19][cH:20][cH:21][cH:22]2)[s:5][cH:6]1>>[CH3:1][c:2]1[n:3][c:4]([NH:7][C:8](=[O:9])[c:10]2[n:11][c:12]([CH3:23])[cH:13][cH:14][c:15]2[NH:16][c:17]2[cH:18][n:19][cH:20][c:21]([F:31])[cH:22]2)[s:5][cH:6]1. Reactants: [OH-].[K+] (potassium hydroxide), ClC1=C(C(=O)O)C=CC(=C1)Cl (2,4-dichlorobenzoic acid), C(C=1C(S)=CC=CC1)(=O)O (thiosalicylic acid), C([O-])([O-])=O.[K+].[K+] (potassium carbonate). The reagents and catalysts are [Cu] (copper). Run in C(C1=CC=CC=C1)O (benzyl alcohol). Conditions: temperature 115 celsius. Product: ClC1=CC(=C(C(=O)O)C=C1)SC1=C(C(=O)O)C=CC=C1 (4-chloro-2,2'-thiodibenzoic acid). Yield: 70.0%. RXN SMILES: Cl[C:2]1[CH:10]=[C:9]([Cl:11])[CH:8]=[CH:7][C:3]=1[C:4]([OH:6])=[O:5].[C:12]([OH:21])(=[O:20])[C:13]1[C:14](=[CH:16][CH:17]=[CH:18][CH:19]=1)[SH:15].C(=O)([O-])[O-].[K+].[K+].[OH-].[K+]>C(O)C1C=CC=CC=1.[Cu]>[Cl:11][C:9]1[CH:8]=[CH:7][C:3]([C:4]([OH:6])=[O:5])=[C:2]([S:15][C:14]2[CH:16]=[CH:17][CH:18]=[CH:19][C:13]=2[C:12]([OH:21])=[O:20])[CH:10]=1 |f:2.3.4,5.6|. Procedure details: A mixture of 2,4-dichlorobenzoic acid (7.64 g), thiosalicylic acid (7.16 g), anhydrous potassium carbonate (22 g), and copper powder (300 mg) was suspended in benzyl alcohol and this suspension was heated under N2 atmosphere at 110-120° C. for 3 hours. After cooling, 10% aqueous potassium hydroxide solution (120 ml) was added and extracted with ether. The aqueous layer was filtered and acidified with 6N HCl. The resulting precipitated product was isolated by filtration. Recrystallization from aq...